Dataset: the Open Reaction Database (ORD), a public repository of structured organic reaction records. Task: describe an organic reaction: reactants, conditions, products, and yield The reactants are Cc1cc(Br)c2nc(Cl)ccc2c1, CCOC(C)=O, CCOC(C)=O, CCCCCC, [H-], [Na+], C1CCOC1, O, OCC(F)(F)F. Product: Cc1cc(Br)c2nc(OCC(F)(F)F)ccc2c1. Reaction SMILES: [Br:9][c:10]1[cH:11][c:12]([CH3:21])[cH:13][c:14]2[cH:15][cH:16][c:17]([Cl:20])[n:18][c:19]12.[C:33]([O:34][CH2:35][CH3:36])(=[O:37])[CH3:38].[CH3:22][CH2:23][O:24][C:25](=[O:26])[CH3:27].[CH3:39][CH2:40][CH2:41][CH2:42][CH2:43][CH3:44].[H-:1].[Na+:2].[O:28]1[CH2:29][CH2:30][CH2:31][CH2:32]1.[OH2:45].[OH:3][CH2:4][C:5]([F:6])([F:7])[F:8]>>[O:3]([CH2:4][C:5]([F:6])([F:7])[F:8])[c:17]1[cH:16][cH:15][c:14]2[cH:13][c:12]([CH3:21])[cH:11][c:10]([Br:9])[c:19]2[n:18]1.